From a dataset of the Open Reaction Database (ORD), a public repository of structured organic reaction records. describe an organic reaction: reactants, conditions, products, and yield Reactants: Cc1cccc(C)c1NC(=O)CN1CCN(CC(O)COc2ccc3oc(-c4cccc(C(F)(F)F)c4)nc3c2)CC1, c1ccc2nc(OCC3CO3)cnc2c1. Yields the product Cc1cccc(C)c1NC(=O)CN1CCN(CC(O)COc2cnc3ccccc3n2)CC1. RXN SMILES: [CH3:1][c:2]1[c:3]([NH:9][C:10]([CH2:11][N:12]2[CH2:13][CH2:14][N:15]([CH2:18][CH:19]([CH2:20][O:21][c:22]3[cH:23][cH:24][c:25]4[o:26][c:27](-[c:28]5[cH:29][cH:30][cH:31][c:32]([C:33]([F:34])([F:35])[F:36])[cH:37]5)[n:38][c:39]4[cH:40]3)[OH:41])[CH2:16][CH2:17]2)=[O:42])[c:4]([CH3:8])[cH:5][cH:6][cH:7]1.[O:43]1[CH2:44][CH:45]1[CH2:46][O:47][c:48]1[n:49][c:50]2[cH:51][cH:52][cH:53][cH:54][c:55]2[n:56][cH:57]1>>[CH3:1][c:2]1[c:3]([NH:9][C:10]([CH2:11][N:12]2[CH2:13][CH2:14][N:15]([CH2:18][CH:19]([CH2:20][O:47][c:48]3[n:49][c:50]4[cH:51][cH:52][cH:53][cH:54][c:55]4[n:56][cH:57]3)[OH:41])[CH2:16][CH2:17]2)=[O:42])[c:4]([CH3:8])[cH:5][cH:6][cH:7]1. The reactants are Cl (hydrochloric acid), CN1C(=CC=C1)C1=CC=C(C=C1)C(F)(F)F (1-methyl-2-(4-trifluoromethylphenyl)pyrrole), C(C)(C)(C)[Li] (t-butyl lithium), IC1=CC=C(C(=O)OCC)C=C1 (ethyl 4-iodobenzoate), tetrakis (triphenylphosphine)palladium. The reagents and catalysts are [Cl-].[Zn+2].[Cl-] (zinc chloride). Run in O1CCCC1 (tetrahydrofuran), O1CCCC1 (tetrahydrofuran). Conditions: time 1 hour. The product is CN1C(=CC=C1C1=CC=C(C=C1)C(F)(F)F)C1=CC=C(C(=O)OCC)C=C1 (ethyl 4-[1-methyl-5-(4-trifluoromethylphenyl)-2-pyrrolyl]benzoate). Yield: 31.0%. Reaction SMILES: [CH3:1][N:2]1[CH:6]=[CH:5][CH:4]=[C:3]1[C:7]1[CH:12]=[CH:11][C:10]([C:13]([F:16])([F:15])[F:14])=[CH:9][CH:8]=1.C([Li])(C)(C)C.I[C:23]1[CH:33]=[CH:32][C:26]([C:27]([O:29][CH2:30][CH3:31])=[O:28])=[CH:25][CH:24]=1.Cl>O1CCCC1.[Cl-].[Zn+2].[Cl-]>[CH3:1][N:2]1[C:3]([C:7]2[CH:12]=[CH:11][C:10]([C:13]([F:14])([F:15])[F:16])=[CH:9][CH:8]=2)=[CH:4][CH:5]=[C:6]1[C:23]1[CH:33]=[CH:32][C:26]([C:27]([O:29][CH2:30][CH3:31])=[O:28])=[CH:25][CH:24]=1 |f:5.6.7|. Procedure details: To a solution (5 ml) of 1-methyl-2-(4-trifluoromethylphenyl)pyrrole (1.13 g) in tetrahydrofuran was added dropwise t-butyl lithium (1.7 M solution in pentane, 3.00 ml) under an argon atmosphere at −78° C. This mixed solution was heated to room temperature, and a solution (10 ml) of zinc chloride (0.756 g) in tetrahydrofuran was added. This mixture was stirred for 1 hr., and ethyl 4-iodobenzoate (0.381 ml) and tetrakis (triphenylphosphine)palladium (0.144 g) were added. This mixture was stirred o...